From a dataset of the Open Reaction Database (ORD), a public repository of structured organic reaction records. describe an organic reaction: reactants, conditions, products, and yield Reactants: BrC1=CC=C(C=C1)F (1-bromo-4-fluorobenzene), C(C)OC(C(F)(F)F)=O (Trifluoroacetic acid ethyl ester), C(C)(C)NC(C)C (Diisopropylamine), C(CCC)[Li] (n-butyllithium). Run in C1CCOC1 (THF), C1CCOC1 (THF), C1CCOC1 (THF). Run at temperature -40 celsius, time 1 hour. Product: BrC=1C=CC(=C(C1)C(C(F)(F)F)=O)F (1-(5-bromo-2-fluorophenyl)-2,2,2-trifluoroethanone). As a reaction SMILES: C(NC(C)C)(C)C.C([Li])CCC.[Br:13][C:14]1[CH:19]=[CH:18][C:17]([F:20])=[CH:16][CH:15]=1.C([O:23][C:24](=O)[C:25]([F:28])([F:27])[F:26])C>C1COCC1>[Br:13][C:14]1[CH:19]=[CH:18][C:17]([F:20])=[C:16]([C:24](=[O:23])[C:25]([F:28])([F:27])[F:26])[CH:15]=1. Reported procedure: Diisopropylamine (4.40 mL, 31.4 mmol) was dissolved in THF (28 mL) and cooled to −40° C. Then n-butyllithium (12.6 mL, 2.5 M in hexanes, 31.4 mmol) was added dropwise, and the reaction was stirred at −40° C. for 1 h, then cooled to −78° C. A solution of 1-bromo-4-fluorobenzene (5 g, 28.6 mmol) in THF (6.0 mL) was added, and the reaction was stirred at −78° C. for 1 h. Trifluoroacetic acid ethyl ester (3.73 mL, 31.4 mmol) in THF (6.0 mL) was then added, and the reaction was slowly warmed to 0° C.... Reactants: CSc1sc(C(=N)NC(=O)OC(C)(C)C)cc1S(=O)(=O)c1cccc(-c2c(C)cc(O)cc2C)c1, O=C([O-])[O-], CCOP(=O)(COS(=O)(=O)C(F)(F)F)OCC, [Cs+], [Cs+], CN(C)C=O. Yields the product CCOP(=O)(COc1cc(C)c(-c2cccc(S(=O)(=O)c3cc(C(=N)NC(=O)OC(C)(C)C)sc3SC)c2)c(C)c1)OCC. Reaction SMILES: [C:1]([CH3:2])([CH3:3])([CH3:4])[O:5][C:6]([NH:7][C:8](=[NH:9])[c:10]1[s:11][c:12]([S:33][CH3:34])[c:13]([S:15](=[O:16])(=[O:17])[c:18]2[cH:19][c:20](-[c:24]3[c:25]([CH3:32])[cH:26][c:27]([OH:31])[cH:28][c:29]3[CH3:30])[cH:21][cH:22][cH:23]2)[cH:14]1)=[O:35].[C:36](=[O:37])([O-:38])[O-:39].[CH2:42]([CH3:43])[O:44][P:45](=[O:46])([O:47][CH2:48][CH3:49])[CH2:50][O:51][S:52]([C:53]([F:54])([F:55])[F:56])(=[O:57])=[O:58].[Cs+:40].[Cs+:41].[O:59]=[CH:60][N:61]([CH3:62])[CH3:63]>>[C:1]([CH3:2])([CH3:3])([CH3:4])[O:5][C:6]([NH:7][C:8](=[NH:9])[c:10]1[s:11][c:12]([S:33][CH3:34])[c:13]([S:15](=[O:16])(=[O:17])[c:18]2[cH:19][c:20](-[c:24]3[c:25]([CH3:32])[cH:26][c:27]([O:31][CH2:50][P:45]([O:44][CH2:42][CH3:43])(=[O:46])[O:47][CH2:48][CH3:49])[cH:28][c:29]3[CH3:30])[cH:21][cH:22][cH:23]2)[cH:14]1)=[O:35]. Reactants: OC1=C(C(=O)O)C=C(C=C1)C1CCC(CC1)=O (2-hydroxy-5-(4-oxocyclohexyl)benzoic acid), O (water), 1,8-diazabicyclo[5.4.0]undec-7-ene(1,5-5), C(CCCC)Br (pentyl bromide). Run in C(C)#N (acetonitrile). The product is C(CCCC)OC(C1=C(C=CC(=C1)C1CCC(CC1)=O)O)=O (2-hydroxy-5-(4-oxocyclohexyl)benzoic acid pentyl ester). Reaction SMILES: [OH:1][C:2]1[CH:10]=[CH:9][C:8]([CH:11]2[CH2:16][CH2:15][C:14](=[O:17])[CH2:13][CH2:12]2)=[CH:7][C:3]=1[C:4]([OH:6])=[O:5].[CH2:18](Br)[CH2:19][CH2:20][CH2:21][CH3:22].O>C(#N)C>[CH2:18]([O:5][C:4](=[O:6])[C:3]1[CH:7]=[C:8]([CH:11]2[CH2:16][CH2:15][C:14](=[O:17])[CH2:13][CH2:12]2)[CH:9]=[CH:10][C:2]=1[OH:1])[CH2:19][CH2:20][CH2:21][CH3:22]. Procedure: 13.60 g (70 mmols) of 2-hydroxy-5-(4-oxocyclohexyl)benzoic acid was suspended in 90 ml of acetonitrile. 10.66 g (70 mmols) 1,8-diazabicyclo[5.4.0]undec-7-ene(1,5-5) (DBU) was added dropwise at 20° C. over a period of 10 minutes, followed by 11.63 g (77 mmols) pentyl bromide over a further period of 10 minutes. The suspension was then stirred under reflux for 18 hours. After cooling the reaction mixture was poured into 300 ml of water and extracted three times with 150 ml of acetic ester. The com... The reactants are CCCCCCCCCC(=O)N[C@@H]1[C@H]([C@@H]([C@H](O[C@H]1OC2=C3C=C4C=C2OC5=C(C=C(C=C5)[C@H]([C@H]6C(=O)N[C@H](C7=CC(=CC(=C7C8=C(C=CC(=C8)[C@H](C(=O)N6)NC(=O)[C@@H]4NC(=O)[C@@H]9C1=CC(=CC(=C1)O)OC1=C(C=CC(=C1)[C@H](C(=O)N[C@H](CC1=CC(=C(O3)C=C1)Cl)C(=O)N9)N)O)O)O[C@@H]1[C@H]([C@H]([C@@H]([C@H](O1)CO)O)O)O)O)C(=O)O)O[C@H]1[C@@H]([C@H]([C@@H]([C@H](O1)CO)O)O)NC(=O)C)Cl)CO)O)O (teichomycin), A1, A2, A3, C(C)OCC (ethyl ether), Cl (HCl), Cl (HCl). The solvent is C(CCCCCCC)O (1-octanol), C(CCCCCCC)O (1-octanol). Run at temperature 65 celsius, time 13 hour. The product is CC(=O)N[C@H]1[C@H]([C@@H]([C@@H](O[C@H]1OC2=C3C=C4C=C2OC=5C=CC(=CC5Cl)[C@H]([C@H]6C(=O)N[C@@H](C=7C=C(C=C(C7C=8C=C(C=CC8O)[C@H](C(=O)N6)NC(=O)[C@@H]4NC(=O)[C@@H]9C1=CC(=CC(=C1)OC=1C=C(C=CC1O)[C@H](C(=O)N[C@H](CC=1C=CC(=C(C1)Cl)O3)C(=O)N9)N)O)O[C@@H]1[C@H]([C@@H]([C@@H]([C@H](O1)CO)O)O)O)O)C(=O)O)O[C@H]1[C@H]([C@H]([C@@H]([C@@H](O1)CO)O)O)NC(=O)C)CO)O)O (teicoplanin). As a reaction SMILES: CCCCCCCC[CH2:9][C:10]([NH:12][C@H:13]1[C@H:18]([O:19][C:20]2[C:25]3[O:26][C:27]4[CH:32]=[CH:31][C:30]([C@@H:33]([O:113][C@@H:114]5[O:119][C@H:118]([CH2:120][OH:121])[C@@H:117]([OH:122])[C@H:116]([OH:123])[C@H:115]5[NH:124][C:125]([CH3:127])=[O:126])[C@@H:34]5[NH:54][C:52](=[O:53])[C@H:51]([NH:55][C:56]([C@@H:58]6[NH:59][C:60]([C@H:62]7[NH:93][C:91](=[O:92])[C@@H:81]([CH2:82][C:83]8[CH:89]=[CH:88][C:86]([O:87][C:21]=2[CH:22]=[C:23]6[CH:24]=3)=[C:85]([Cl:90])[CH:84]=8)[NH:80][C:78](=[O:79])[C@H:77]([NH2:94])[C:75]2=[CH:76][C:71](=[C:72]([OH:95])[CH:73]=[CH:74]2)[O:70][C:65]2=[CH:66][C:67]([OH:69])=[CH:68][C:63]7=[CH:64]2)=[O:61])=[O:57])[C:49]2=[CH:50][C:45](=[C:46]([OH:96])[CH:47]=[CH:48]2)[C:44]2[C:39](=[CH:40][C:41]([OH:109])=[CH:42][C:43]=2[O:97][C@H:98]2[O:103][C@H:102]([CH2:104][OH:105])[C@@H:101]([OH:106])[C@H:100]([OH:107])[C@@H:99]2[OH:108])[C@H:38]([C:110]([OH:112])=[O:111])[NH:37][C:35]5=[O:36])=[CH:29][C:28]=4[Cl:128])[O:17][C@H:16]([CH2:129][OH:130])[C@@H:15]([OH:131])[C@@H:14]1[OH:132])=[O:11].Cl.C(OCC)C>C(O)CCCCCCC>[CH3:9][C:10]([NH:12][C@@H:13]1[C@H:18]([O:19][C:20]2[C:25]3[O:26][C:27]4[CH:32]=[CH:31][C:30]([C@@H:33]([O:113][C@@H:114]5[O:119][C@@H:118]([CH2:120][OH:121])[C@@H:117]([OH:122])[C@H:116]([OH:123])[C@@H:115]5[NH:124][C:125]([CH3:127])=[O:126])[C@@H:34]5[NH:54][C:52](=[O:53])[C@H:51]([NH:55][C:56]([C@@H:58]6[NH:59][C:60]([C@H:62]7[NH:93][C:91](=[O:92])[C@@H:81]([CH2:82][C:83]8[CH:89]=[CH:88][C:86]([O:87][C:21]=2[CH:22]=[C:23]6[CH:24]=3)=[C:85]([Cl:90])[CH:84]=8)[NH:80][C:78](=[O:79])[C@H:77]([NH2:94])[C:75]2[CH:74]=[CH:73][C:72]([OH:95])=[C:71]([CH:76]=2)[O:70][C:65]2=[CH:64][C:63]7=[CH:68][C:67]([OH:69])=[CH:66]2)=[O:61])=[O:57])[C:49]2[CH:48]=[CH:47][C:46]([OH:96])=[C:45]([CH:50]=2)[C:44]2[C:43]([O:97][C@H:98]3[O:103][C@H:102]([CH2:104][OH:105])[C@@H:101]([OH:106])[C@@H:100]([OH:107])[C@@H:99]3[OH:108])=[CH:42][C:41]([OH:109])=[CH:40][C:39]=2[C@@H:38]([C:110]([OH:112])=[O:111])[NH:37][C:35]5=[O:36])=[CH:29][C:28]=4[Cl:128])[O:17][C@@H:16]([CH2:129][OH:130])[C@@H:15]([OH:131])[C@@H:14]1[OH:132])=[O:11]. Reported procedure: To a suspension of 5 g of teicoplanin complex (i.e. the antibiotic complex containing teichomycin factors A1, A2 and A3, as obtained by fermentation of strain ATCC 31121 according to U.S. Pat. No. 4,239,751) in 80 ml of 1-octanol, are added 20 ml of 37% (w/v) aqueous HCl at about 40° C. and the mixture is heated at 65° C. and stirred under vacuum for 13 hours. During the reaction time, additions of a mixture of 5 ml of 37% aqueous HCl and 15 ml of 1-octanol are repeated every two hours. At the e...